This data is from the Open Reaction Database (ORD), a public repository of structured organic reaction records. The task is: describe an organic reaction: reactants, conditions, products, and yield Conditions: temperature 90 celsius. Procedure: A mixture of N-(4-chlorobenzyl)-1,4-dihydro-6-[3-hydroxy-1-propenyl]-4-oxo-3-quinolinecarboxamide from Preparations No. 11 and 12 (0.52 g) is dissolved in DMF (4 mL), and potassium carbonate (0.78 g) and N-(2-chloroethyl)morpholine hydrochloride (0.52 g) are added. The mixture is heated at 90° C. for 2 h and then partitioned between water and chloroform. The organic layer is concentrated in vacuo to give a brown oil. Column chromatography (elution with 1-7% MeOH/CHCl3) followed by crystallizatio... As a reaction SMILES: [Cl:1][C:2]1[CH:26]=[CH:25][C:5]([CH2:6][NH:7][C:8]([C:10]2[C:19](=[O:20])[C:18]3[C:13](=[CH:14][CH:15]=[C:16]([CH:21]=[CH:22][CH2:23][OH:24])[CH:17]=3)[NH:12][CH:11]=2)=[O:9])=[CH:4][CH:3]=1.C(=O)([O-])[O-].[K+].[K+].Cl.Cl[CH2:35][CH2:36][N:37]1[CH2:42][CH2:41][O:40][CH2:39][CH2:38]1>CN(C=O)C>[Cl:1][C:2]1[CH:3]=[CH:4][C:5]([CH2:6][NH:7][C:8]([C:10]2[C:19](=[O:20])[C:18]3[C:13](=[CH:14][CH:15]=[C:16]([CH:21]=[CH:22][CH2:23][OH:24])[CH:17]=3)[N:12]([CH2:35][CH2:36][N:37]3[CH2:42][CH2:41][O:40][CH2:39][CH2:38]3)[CH:11]=2)=[O:9])=[CH:25][CH:26]=1 |f:1.2.3,4.5|. Run in CN(C)C=O (DMF). Reactants: ClC1=CC=C(CNC(=O)C2=CNC3=CC=C(C=C3C2=O)C=CCO)C=C1 (N-(4-chlorobenzyl)-1,4-dihydro-6-[3-hydroxy-1-propenyl]-4-oxo-3-quinolinecarboxamide), 12, C([O-])([O-])=O.[K+].[K+] (potassium carbonate), Cl.ClCCN1CCOCC1 (N-(2-chloroethyl)morpholine hydrochloride). Yields the product ClC1=CC=C(CNC(=O)C2=CN(C3=CC=C(C=C3C2=O)C=CCO)CCN2CCOCC2)C=C1 (N-(4-Chlorobenzyl)-6-(3-hydroxy-1-propenyl)-1-[2-(4-morpholinyl)ethyl]-4-oxo-1,4-dihydro 3-quinolinecarboxamide). The reactants are C(C1=CC=CC=C1)OC1=C(C=C(C=C1C=CC1=CC=C(C=C1)[N+](=O)[O-])C(C)(C)C)C=1C(=NC=CC1)OC (3-{2-benzyloxy-5-tert-butyl-3-[2-(4-nitro-phenyl)-vinyl]-phenyl}-2-methoxy-pyridine). The reagents and catalysts are [OH-].[OH-].[Pd+2] (Pd(OH)2). The solvent is CCOC(=O)C (EtOAc), CO (MeOH). Conditions: time 8 hour. Product: NC1=CC=C(C=C1)CCC1=C(C(=CC(=C1)C(C)(C)C)C=1C(=NC=CC1)OC)O (2-[2-(4-amino-phenyl)-ethyl]-4-tert-butyl-6-(2-methoxy-pyridin-3-yl)-phenol). Yield: 65.8%. Reaction SMILES: C([O:8][C:9]1[C:14]([CH:15]=[CH:16][C:17]2[CH:22]=[CH:21][C:20]([N+:23]([O-])=O)=[CH:19][CH:18]=2)=[CH:13][C:12]([C:26]([CH3:29])([CH3:28])[CH3:27])=[CH:11][C:10]=1[C:30]1[C:31]([O:36][CH3:37])=[N:32][CH:33]=[CH:34][CH:35]=1)C1C=CC=CC=1>CCOC(C)=O.CO.[OH-].[OH-].[Pd+2]>[NH2:23][C:20]1[CH:21]=[CH:22][C:17]([CH2:16][CH2:15][C:14]2[CH:13]=[C:12]([C:26]([CH3:29])([CH3:27])[CH3:28])[CH:11]=[C:10]([C:30]3[C:31]([O:36][CH3:37])=[N:32][CH:33]=[CH:34][CH:35]=3)[C:9]=2[OH:8])=[CH:18][CH:19]=1 |f:3.4.5|. Reported procedure: step 4—A mixture of 52 (311 mg, 0.630 mmol) and Pd(OH)2 (20% wt. on carbon, 103 mg, 0.146 mmol) in EtOAc (10 mL) and MeOH (10 mL) was stirred under a H2 atmosphere overnight. The catalyst was filtered, and the filtrate was concentrated. The crude residue was purified by SiO2 chromatography eluting with an EtOAc/hexane gradient (10 to 25% EtOAc) to afford 156 mg (66%) of 2-[2-(4-amino-phenyl)-ethyl]-4-tert-butyl-6-(2-methoxy-pyridin-3-yl)-phenol (54) as a colorless oil.